Dataset: the Open Reaction Database (ORD), a public repository of structured organic reaction records. Task: describe an organic reaction: reactants, conditions, products, and yield Reaction SMILES: I[C:2]1[CH:3]=[N:4][N:5]2[CH:10]=[CH:9][C:8]([C:11]3[CH:16]=[CH:15][C:14]([C:17]([F:20])([F:19])[F:18])=[CH:13][CH:12]=3)=[N:7][C:6]=12.[C:21]([C:23]1[CH:24]=[CH:25][C:26]([NH2:29])=[N:27][CH:28]=1)#[CH:22]>>[F:18][C:17]([F:20])([F:19])[C:14]1[CH:15]=[CH:16][C:11]([C:8]2[CH:9]=[CH:10][N:5]3[N:4]=[CH:3][C:2]([C:22]#[C:21][C:23]4[CH:24]=[CH:25][C:26]([NH2:29])=[N:27][CH:28]=4)=[C:6]3[N:7]=2)=[CH:12][CH:13]=1. The product is FC(C1=CC=C(C=C1)C1=NC=2N(C=C1)N=CC2C#CC=2C=CC(=NC2)N)(F)F (5-[5-(4-Trifluoromethyl-phenyl)-pyrazolo[1,5-a]pyrimidin-3-ylethynyl]-pyridin-2-ylamine), solid. The reactants are IC=1C=NN2C1N=C(C=C2)C2=CC=C(C=C2)C(F)(F)F (3-iodo-5-(4-trifluoromethyl-phenyl)-pyrazolo[1,5-a]pyrimidine), C(#C)C=1C=CC(=NC1)N (5-ethynyl-pyridin-2-ylamine). Reported procedure: The title compound was prepared from 3-iodo-5-(4-trifluoromethyl-phenyl)-pyrazolo[1,5-a]pyrimidine (example C.33 step 1) (195 mg, 0.5 mmol) and 5-ethynyl-pyridin-2-ylamine (example D.1) (59 mg, 0.5 mmol) according to general procedure II. Obtained as an orange solid (101 mg, 53%). MS (ISP) 380.0 [(M+H)+]; mp 213-214° C. Isolated yield 53.0%. Starting materials: [Cl-].[Al+3].[Cl-].[Cl-] (aluminum chloride), CC1(OC2=CC=CC=C2CC1)C (2,2-dimethylchroman), CC1(OC2=CC=CC=C2CC1)C (2,2-dimethylchroman), C(C)(=O)Cl (acetyl chloride). Solvent: [N+](=O)([O-])C (nitromethane), O (water). Conditions: time 3 hour. Yields the product CC1(OC2=CC=C(C=C2CC1)C(C)=O)C (2,2-Dimethyl-6- acetylchroman). RXN SMILES: [CH3:1][C:2]1([CH3:12])[CH2:11][CH2:10][C:9]2[C:4](=[CH:5][CH:6]=[CH:7][CH:8]=2)[O:3]1.[C:13](Cl)(=[O:15])[CH3:14].[Cl-].[Al+3].[Cl-].[Cl-]>[N+](C)([O-])=O.O>[CH3:1][C:2]1([CH3:12])[CH2:11][CH2:10][C:9]2[C:4](=[CH:5][CH:6]=[C:7]([C:13](=[O:15])[CH3:14])[CH:8]=2)[O:3]1 |f:2.3.4.5|. Procedure: A solution of 5.0 g (30.82 mmol) of 2,2-dimethylchroman (Compound 56) in 50 ml of nitromethane was treated, under nitrogen, with 2.53 g (32.35 mmol) of acetyl chloride followed by 4.4 g (33 mmol) of aluminum chloride. The reaction mixture was stirred at room temperature for 3 hours and then cooled in an ice-bath and treated slowly with 50 ml of 6M HC1. The mixture was diluted with water and extracted with ether. The ether extracts were washed successively with saturated NaHCO3 solution, water an... Reactants: C1(=CCCCC1)C=1OC2=C(C(C1)=O)C=CC=C2CC(=O)O ([2-(1-Cyclohexenyl)-4-oxo-4H-[1]-benzopyran-8-yl]acetic acid), CC1(OCC(O1)CO)C (2,2-dimethyl-1,3-dioxolan-4-methanol), C1(CCCCC1)N=C=NC1CCCCC1 (dicyclohexylcarbodiimide). Run in ClCCl (dichloromethane). Conditions: time 18 hour. Yields the product C1(=CCCCC1)C=1OC2=C(C(C1)=O)C=CC=C2CC(=O)OCC2OC(OC2)(C)C (2,2-Dimethyl-1,3-dioxolan-4-ylmethyl [2-(1-cyclohexenyl)-4-oxo-4H-[1]-benzopyran-8-yl]acetate). Isolated yield 67.0%. As a reaction SMILES: [C:1]1([C:7]2[O:8][C:9]3[C:17]([CH2:18][C:19]([OH:21])=[O:20])=[CH:16][CH:15]=[CH:14][C:10]=3[C:11](=[O:13])[CH:12]=2)[CH2:6][CH2:5][CH2:4][CH2:3][CH:2]=1.[CH3:22][C:23]1([CH3:30])[O:27][CH:26]([CH2:28]O)[CH2:25][O:24]1.C1(N=C=NC2CCCCC2)CCCCC1>ClCCl>[C:1]1([C:7]2[O:8][C:9]3[C:17]([CH2:18][C:19]([O:21][CH2:28][CH:26]4[CH2:25][O:24][C:23]([CH3:30])([CH3:22])[O:27]4)=[O:20])=[CH:16][CH:15]=[CH:14][C:10]=3[C:11](=[O:13])[CH:12]=2)[CH2:6][CH2:5][CH2:4][CH2:3][CH:2]=1. Procedure details: [2-(1-Cyclohexenyl)-4-oxo-4H-[1]-benzopyran-8-yl]acetic acid (2.84 g), 2,2-dimethyl-1,3-dioxolan-4-methanol (3.96 g) and dicyclohexylcarbodiimide (2.28 g) were added to dichloromethane (30 ml) with ice cooling and then the mixture was stirred at room temperature for 18 hours. The mixture was concentrated under reduced pressure and the residue was purified by silica gel column chromatography to obtain the title compound (2.65 g), yield 67%, m.p. 104°-105° C. (recrystallized from ethyl acetate). Reported procedure: A solution of 5.0 g (14.45 mmol) of the product of Step C in 250 mL ethanol containing 5% Rh/C (0.25 g) was shaken under a 40 psi pressure of hydrogen. Upon completion of reduction, the mixture was filtered through Celite, the filter cake was washed with methanol and dichloromethane. Removal of solvents afforded 4.55 g (90%) of the title compound. The product is [Si](C)(C)(C(C)(C)C)OC1=C(C=C(C(=O)OC)C=C1CCC)CCC (methyl 4-tert-butyldimethylsilyloxy-3,5-dipropylbenzoate). Reactants: [Si](C)(C)(C(C)(C)C)OC1=C(C=C(C(=O)OC)C=C1CC=C)CC=C (methyl 4-tert-butyldimethylsilyloxy-3,5-di(2-propen-1-yl)benzoate), [H][H] (hydrogen). Reaction SMILES: [Si:1]([O:8][C:9]1[C:18]([CH2:19][CH:20]=[CH2:21])=[CH:17][C:12]([C:13]([O:15][CH3:16])=[O:14])=[CH:11][C:10]=1[CH2:22][CH:23]=[CH2:24])([C:4]([CH3:7])([CH3:6])[CH3:5])([CH3:3])[CH3:2].[H][H]>C(O)C>[Si:1]([O:8][C:9]1[C:10]([CH2:22][CH2:23][CH3:24])=[CH:11][C:12]([C:13]([O:15][CH3:16])=[O:14])=[CH:17][C:18]=1[CH2:19][CH2:20][CH3:21])([C:4]([CH3:7])([CH3:6])[CH3:5])([CH3:2])[CH3:3]. Yield: 89.8%. Solvent: C(C)O (ethanol). Reactants: C[C@@H]1CN(C[C@@H](N1)C)C=1C(=CC(=C(C1)NC(C)=O)OC)F (N-[5-(cis-3,5-Dimethyl-1-piperazinyl)-4-fluoro-2-(methyloxy)phenyl]acetamide), Cl (hydrochloric acid). Solvent: C(C)O (ethanol). The product is C[C@@H]1CN(C[C@@H](N1)C)C=1C(=CC(=C(N)C1)OC)F (5-[cis-3,5-Dimethyl-1-piperazinyl]-4-fluoro-2-(methyloxy)aniline). RXN SMILES: [CH3:1][C@H:2]1[NH:7][C@@H:6]([CH3:8])[CH2:5][N:4]([C:9]2[C:10]([F:21])=[CH:11][C:12]([O:19][CH3:20])=[C:13]([NH:15]C(=O)C)[CH:14]=2)[CH2:3]1.Cl>C(O)C>[CH3:1][C@H:2]1[NH:7][C@@H:6]([CH3:8])[CH2:5][N:4]([C:9]2[C:10]([F:21])=[CH:11][C:12]([O:19][CH3:20])=[C:13]([CH:14]=2)[NH2:15])[CH2:3]1. Procedure: A mixture of product from Step 3 (883 mg, 3 mmol) in ethanol (40 ml) containing concentrated hydrochloric acid (2 ml) was heated at reflux for 15 hours. After cooling, the mixture was purified using an SCX ion exchange cartridge (Varian bond-elute) eluting with methanol and then 2M ammonia in methanol. The appropriate basic fractions were reduced in vacuo to afford the title compound (D18). MS (ES+) m/e 254 [M+H]+. Starting materials: ClCC(=NOC)OC(N(C)C)=O (1-Chloro-2-(N,N-dimethylcarbamoyloxy)-2-methoxyiminoethane), CC1=C(CP(OCC)([O-])=O)C=CC(=C1)Cl.[K+] (potassium O-ethyl 2-methyl-4-chlorobenzylphosphonate), [I-].[K+] (potassium iodide). Run in C(C)C(=O)C (methyl ethyl ketone). The product is CC1=C(CP(OCC(=NOC)OC(N(C)C)=O)(OCC)=O)C=CC(=C1)Cl (O-[2-(N,N-Dimethylcarbamoyloxy)-2-methoxyiminoethyl] O-Ethyl 2-Methyl-4-chlorobenzylphosphonate), O-[2-(N,,N-dimethylcarbamoyloxy)-2-methoxyiminoethyl] O-ethyl 2-methyl-4-chlorobenzylphosphonate. RXN SMILES: Cl[CH2:2][C:3]([O:7][C:8](=[O:12])[N:9]([CH3:11])[CH3:10])=[N:4][O:5][CH3:6].[CH3:13][C:14]1[CH:26]=[C:25]([Cl:27])[CH:24]=[CH:23][C:15]=1[CH2:16][P:17](=[O:22])([O-:21])[O:18][CH2:19][CH3:20].[K+].[I-].[K+]>C(C(C)=O)C>[CH3:13][C:14]1[CH:26]=[C:25]([Cl:27])[CH:24]=[CH:23][C:15]=1[CH2:16][P:17](=[O:21])([O:18][CH2:19][CH3:20])[O:22][CH2:2][C:3]([O:7][C:8](=[O:12])[N:9]([CH3:11])[CH3:10])=[N:4][O:5][CH3:6] |f:1.2,3.4|. Procedure details: 1-Chloro-2-(N,N-dimethylcarbamoyloxy)-2-methoxyiminoethane (10grams; 0.05 mole), methyl ethyl ketone (60ml), potassium O-ethyl 2-methyl-4-chlorobenzylphosphonate (15.6 grams; 0.05 mole) and a few crystals of potassium iodide are charged into a glass reaction flask equipped with a mechanical stirrer, thermometer and reflux condenser. The reaction mixture is then heated at reflux for a period of about 4 hours. After this time the reaction mixture is cooled to room temperature and is filtered to re... RXN SMILES: [C:30](=[O:31])([O-:32])[O-:33].[CH3:1][S:2]([O:3][CH2:6][CH2:7][CH:8]([CH2:9][CH2:10][CH3:11])[C:12]([F:13])([F:14])[F:15])(=[O:4])=[O:5].[CH3:37][S:38](=[O:39])[CH3:40].[ClH:36].[F:16][C:17]([CH2:18][CH2:19][S:20](=[O:21])(=[O:22])[CH2:23][C:24](=[O:25])[O:26][CH3:27])([F:28])[F:29].[K+:34].[K+:35]>>[CH2:6]([CH2:7][CH:8]([CH2:9][CH2:10][CH3:11])[C:12]([F:13])([F:14])[F:15])[CH:23]([S:20]([CH2:19][CH2:18][C:17]([F:16])([F:28])[F:29])(=[O:21])=[O:22])[C:24](=[O:25])[O:26][CH3:27]. Starting materials: O=C([O-])[O-], CCCC(CCOS(C)(=O)=O)C(F)(F)F, CS(C)=O, Cl, COC(=O)CS(=O)(=O)CCC(F)(F)F, [K+], [K+]. Product: CCCC(CCC(C(=O)OC)S(=O)(=O)CCC(F)(F)F)C(F)(F)F. Reactants: CC(C)(C)OC(=O)N1CC(CCl)c2c1cc([N+](=O)[O-])c1ccccc21, CC(=O)Nc1cccc(C=CC(=O)O)c1, CCN=C=NCCCN(C)C, Cl. Product: CC(=O)Nc1cccc(C=CC(=O)N2CC(CCl)c3c2cc([N+](=O)[O-])c2ccccc32)c1. Reaction SMILES: [C:1]([CH3:3])([CH3:4])([O:5][C:6](=[O:2])[N:8]1[CH2:9][CH:10]([CH2:24][Cl:25])[c:11]2[c:12]3[c:13]([c:14]([N+:17](=[O:18])[O-:19])[cH:15][c:16]21)[cH:20][cH:21][cH:22][cH:23]3)[CH3:7].[C:38]([CH3:39])(=[O:40])[NH:41][c:42]1[cH:43][c:44]([CH:45]=[CH:46][C:47]([OH:48])=[O:49])[cH:50][cH:51][cH:52]1.[CH3:26][CH2:27][N:28]=[C:29]=[N:30][CH2:31][CH2:32][CH2:33][N:34]([CH3:35])[CH3:36].[ClH:37]>>[O:5]=[C:6]([N:8]1[CH2:9][CH:10]([CH2:24][Cl:25])[c:11]2[c:12]3[c:13]([c:14]([N+:17](=[O:18])[O-:19])[cH:15][c:16]21)[cH:20][cH:21][cH:22][cH:23]3)[CH:46]=[CH:45][c:44]1[cH:43][c:42]([NH:41][C:38]([CH3:39])=[O:40])[cH:52][cH:51][cH:50]1. Starting materials: C1(=CC=C(C=C1)S(=O)(=O)O)C (p-toluene-sulfonic acid), C1(O)=CC=C(O)C=C1 (hydroquinone), COCNC(C=C)=O (N-methoxymethyl-acrylamide). Solvent: CC(=O)OCCOC (methyl glycol acetate). Yields the product C(C=C)(=O)OCCCC (butyl acrylate). Reaction SMILES: C1(C)C=CC(S(O)(=O)=O)=CC=1.[C:12]1([CH:19]=[CH:18][C:16]([OH:17])=CC=1)O.COCN[C:24](=[O:27])[CH:25]=[CH2:26]>CC(OCCOC)=O>[C:24]([O:17][CH2:16][CH2:18][CH2:19][CH3:12])(=[O:27])[CH:25]=[CH2:26]. Reported procedure: The polymer was dissolved in 250 g methyl glycol acetate and, after the addition of 800 mg p-toluene-sulfonic acid and 80 mg hydroquinone, mixed with 77 g N-methoxymethyl-acrylamide, sensitized as described in Example 1, and used for the production of a relief image. The reactants are [N+](=O)([O-])C=1C=C(N)C=C(C1)[N+](=O)[O-] (3,5-dinitroaniline), COC1OC(CC1)OC (2,5-dimethoxytetrahydrofuran), O (water). Solvent: CC(=O)O (HOAc). Product: [N+](=O)([O-])C=1C=C(C=C(C1)[N+](=O)[O-])N1C=CC=C1 (1-(3,5-dinitrophenyl)pyrrole). RXN SMILES: [N+:1]([C:4]1[CH:5]=[C:6]([CH:8]=[C:9]([N+:11]([O-:13])=[O:12])[CH:10]=1)[NH2:7])([O-:3])=[O:2].CO[CH:16]1[CH2:20][CH2:19][CH:18](OC)O1.O>CC(O)=O>[N+:1]([C:4]1[CH:5]=[C:6]([N:7]2[CH:16]=[CH:20][CH:19]=[CH:18]2)[CH:8]=[C:9]([N+:11]([O-:13])=[O:12])[CH:10]=1)([O-:3])=[O:2]. Reported procedure: According to Scheme 16, a solution of 3,5-dinitroaniline (1.83 g, 10 mmol) and 2,5-dimethoxytetrahydrofuran in 20 mL of HOAc was refluxed overnight. The reaction mixture was poured into water and extracted with EtOAc. The ethyl acetate layer was washed with water followed by aq NaHCO3 and brine. After drying, the solvent was removed to provide 1.52 g of 1-(3,5-dinitrophenyl)pyrrole.